This data is from the Open Reaction Database (ORD), a public repository of structured organic reaction records. The task is: describe an organic reaction: reactants, conditions, products, and yield The reactants are CC(=CCCl)CCC=C(CCC=C(C)C)C (3,7,11-trimethyldodeca-2,6,10-trienyl chloride), N1C=NC=C1 (imidazole). Solvent: O1CCOCC1 (dioxane). Yields the product 72, CC(=CCN1C=NC=C1)CCC=C(CCC=C(C)C)C (1-(3,7,11-trimethyldodeca-2,6,10-trienyl)-imidazole). Yield: 88.0%. As a reaction SMILES: [CH3:1][C:2]([CH2:6][CH2:7][CH:8]=[C:9]([CH3:16])[CH2:10][CH2:11][CH:12]=[C:13]([CH3:15])[CH3:14])=[CH:3][CH2:4]Cl.[NH:17]1[CH:21]=[CH:20][N:19]=[CH:18]1>O1CCOCC1>[CH3:1][C:2]([CH2:6][CH2:7][CH:8]=[C:9]([CH3:16])[CH2:10][CH2:11][CH:12]=[C:13]([CH3:15])[CH3:14])=[CH:3][CH2:4][N:17]1[CH:21]=[CH:20][N:19]=[CH:18]1. Procedure details: 72.3 parts by weight of 3,7,11-trimethyldodeca-2,6,10-trienyl chloride and 40.8 parts by weight of imidazole are dissolved in 500 parts by weight of dioxane. The reaction mixture is then refluxed for 6 hours. After the mixture has cooled it is filtered and the filtrate is concentrated in vacuo. Distillation of the residue from the filtrate under an oil pump vacuum gives 72 parts by weight (88% of theory) of 1-(3,7,11-trimethyldodeca-2,6,10-trienyl)-imidazole; b.p. (0.01 mm Hg): 155° C. The reactants are CC(C)(C)OC(=O)NC1CC(=O)c2ccccc2NC1=O, O=C([O-])[O-], CCOCC, CCOC(C)=O, [Cs+], [Cs+], CI, CN(C)C=O. Product: CN1C(=O)C(NC(=O)OC(C)(C)C)CC(=O)c2ccccc21. RXN SMILES: [C:1]([CH3:2])([CH3:3])([CH3:4])[O:5][C:6](=[O:7])[NH:8][CH:9]1[C:10](=[O:21])[NH:11][c:12]2[c:13]([cH:17][cH:18][cH:19][cH:20]2)[C:14](=[O:16])[CH2:15]1.[C:22](=[O:23])([O-:24])[O-:25].[CH3:30][CH2:31][O:32][CH2:33][CH3:34].[CH3:40][CH2:41][O:42][C:43](=[O:44])[CH3:45].[Cs+:26].[Cs+:27].[I:28][CH3:29].[O:35]=[CH:36][N:37]([CH3:38])[CH3:39]>>[C:1]([CH3:2])([CH3:3])([CH3:4])[O:5][C:6](=[O:7])[NH:8][CH:9]1[C:10](=[O:21])[N:11]([CH3:22])[c:12]2[c:13]([cH:17][cH:18][cH:19][cH:20]2)[C:14](=[O:16])[CH2:15]1.